From a dataset of the Open Reaction Database (ORD), a public repository of structured organic reaction records. describe an organic reaction: reactants, conditions, products, and yield Starting materials: CC1(C)c2cc(Br)ccc2OC1O, CC[SiH](CC)CC, Cc1ccccc1, ClCCl, O=C(O)C(F)(F)F. The product is CC1(C)COc2ccc(Br)cc21. As a reaction SMILES: [Br:1][c:2]1[cH:3][cH:4][c:5]2[c:6]([cH:13]1)[C:7]([CH3:11])([CH3:12])[CH:8]([OH:10])[O:9]2.[CH2:14]([SiH:15]([CH2:16][CH3:17])[CH2:18][CH3:19])[CH3:20].[CH3:31][c:32]1[cH:33][cH:34][cH:35][cH:36][cH:37]1.[Cl:28][CH2:29][Cl:30].[F:21][C:22]([F:23])([F:24])[C:25]([OH:26])=[O:27]>>[Br:1][c:2]1[cH:3][cH:4][c:5]2[c:6]([cH:13]1)[C:7]([CH3:11])([CH3:12])[CH2:8][O:9]2. The reactants are OC1=C(N(C2=CC=CC=C12)C)C(CS(=O)(=O)C)=O (1-(3-hydroxy-1-methyl-1H-indol-2-yl)-2-(methylsulfonyl) ethanone), C(C)(=O)O (acetic acid). Reagents/catalysts: [Zn] (zinc). The solvent is C(C)O (ethanol). Yields the product CC(=O)C=1N(C2=CC=CC=C2C1O)C (3-hydroxy-1-methyl-1H-indol-2-yl methyl ketone). As a reaction SMILES: [OH:1][C:2]1[C:10]2[C:5](=[CH:6][CH:7]=[CH:8][CH:9]=2)[N:4]([CH3:11])[C:3]=1[C:12](=[O:18])[CH2:13]S(C)(=O)=O.C(O)(=O)C>[Zn].C(O)C>[CH3:13][C:12]([C:3]1[N:4]([CH3:11])[C:5]2[C:10]([C:2]=1[OH:1])=[CH:9][CH:8]=[CH:7][CH:6]=2)=[O:18]. Procedure details: A mixture of 17.0g (0.0637 mole) 1-(3-hydroxy-1-methyl-1H-indol-2-yl)-2-(methylsulfonyl) ethanone, 21.0g (0.32 mole) zinc dust, 40ml glacial acetic acid and 80ml ab. ethanol was stirred vigorously and heated at 45°-50° for 1 hour. After stirring an additional hour at room temperature, the mixture was filtered through diatomaceous earth and the filter cake washed several times with fresh ethanol. The combined filtrates were condensed to 150ml and 50ml of hot water was added. Cooling yielded a gre... Reactants: CSCc1cccc2c(C(CCOS(C)(=O)=O)c3ccc(Cl)cc3)c[nH]c12, N#C[K], CN(C)C=O. Product: CSCc1cccc2c(C(CCC#N)c3ccc(Cl)cc3)c[nH]c12. RXN SMILES: [CH3:4][S:5]([O:6][CH2:9][CH2:10][CH:11]([c:12]1[cH:13][nH:14][c:15]2[c:16]([CH2:21][S:22][CH3:23])[cH:17][cH:18][cH:19][c:20]12)[c:24]1[cH:25][cH:26][c:27]([Cl:30])[cH:28][cH:29]1)(=[O:7])=[O:8].[K:1][C:2]#[N:3].[O:31]=[CH:32][N:33]([CH3:34])[CH3:35]>>[C:2](#[N:3])[CH2:9][CH2:10][CH:11]([c:12]1[cH:13][nH:14][c:15]2[c:16]([CH2:21][S:22][CH3:23])[cH:17][cH:18][cH:19][c:20]12)[c:24]1[cH:25][cH:26][c:27]([Cl:30])[cH:28][cH:29]1. Reactants: CCCCCn1c2nc(-c3cnn(C)c3)n(Cc3ccc(OC)cc3)c2c(=O)n2c(C)nnc12, O=C(O)C(F)(F)F. Product: CCCCCn1c2nc(-c3cnn(C)c3)[nH]c2c(=O)n2c(C)nnc12. As a reaction SMILES: [CH3:1][O:2][c:3]1[cH:4][cH:5][c:6]([CH2:7][n:8]2[c:9](-[c:27]3[cH:28][n:29][n:30]([CH3:32])[cH:31]3)[n:10][c:11]3[n:12]([CH2:22][CH2:23][CH2:24][CH2:25][CH3:26])[c:13]4[n:14]([c:15](=[O:17])[c:16]23)[c:18]([CH3:21])[n:19][n:20]4)[cH:33][cH:34]1.[OH:35][C:36]([C:37]([F:38])([F:39])[F:40])=[O:41]>>[nH:8]1[c:9](-[c:27]2[cH:28][n:29][n:30]([CH3:32])[cH:31]2)[n:10][c:11]2[n:12]([CH2:22][CH2:23][CH2:24][CH2:25][CH3:26])[c:13]3[n:14]([c:15](=[O:17])[c:16]12)[c:18]([CH3:21])[n:19][n:20]3. Starting materials: ICC=1CS[C@H]2N(C1C(=O)OC(C1=CC=CC=C1)C1=CC=CC=C1)C([C@H]2NC(CC=2SC=CC2)=O)=O (diphenylmethyl 3-iodomethyl-7β-(2-thienylacetamido)ceph-3-em-4-carboxylate), C1(=CC=CC=C1)P(C1=CC=CC=C1)C1=CC=CC=C1 (triphenylphosphine). Solvent: C(C)(=O)OCC (ethyl acetate), C(C)(=O)OCC (ethyl acetate). Run at time 60 minute. Yields the product [I-].C1(=CC=CC=C1)C(OC(=O)C1=C(CS[C@H]2N1C([C@H]2NC(CC=2SC=CC2)=O)=O)C[P+](C2=CC=CC=C2)(C2=CC=CC=C2)C2=CC=CC=C2)C2=CC=CC=C2 ([4-Diphenylmethoxycarbonyl-7β-(2-thienylacetamido)ceph3-em-3-ylmethyl]-triphenylphosphonium iodide). Yield: 74.6%. Reaction SMILES: [I:1][CH2:2][C:3]1[CH2:4][S:5][C@@H:6]2[C@H:26]([NH:27][C:28](=[O:35])[CH2:29][C:30]3[S:31][CH:32]=[CH:33][CH:34]=3)[C:25](=[O:36])[N:7]2[C:8]=1[C:9]([O:11][CH:12]([C:19]1[CH:24]=[CH:23][CH:22]=[CH:21][CH:20]=1)[C:13]1[CH:18]=[CH:17][CH:16]=[CH:15][CH:14]=1)=[O:10].[C:37]1([P:43]([C:50]2[CH:55]=[CH:54][CH:53]=[CH:52][CH:51]=2)[C:44]2[CH:49]=[CH:48][CH:47]=[CH:46][CH:45]=2)[CH:42]=[CH:41][CH:40]=[CH:39][CH:38]=1>C(OCC)(=O)C>[I-:1].[C:13]1([CH:12]([C:19]2[CH:20]=[CH:21][CH:22]=[CH:23][CH:24]=2)[O:11][C:9]([C:8]2[N:7]3[C:25](=[O:36])[C@@H:26]([NH:27][C:28](=[O:35])[CH2:29][C:30]4[S:31][CH:32]=[CH:33][CH:34]=4)[C@H:6]3[S:5][CH2:4][C:3]=2[CH2:2][P+:43]([C:44]2[CH:45]=[CH:46][CH:47]=[CH:48][CH:49]=2)([C:50]2[CH:55]=[CH:54][CH:53]=[CH:52][CH:51]=2)[C:37]2[CH:38]=[CH:39][CH:40]=[CH:41][CH:42]=2)=[O:10])[CH:14]=[CH:15][CH:16]=[CH:17][CH:18]=1 |f:3.4|. Reported procedure: A solution of diphenylmethyl 3-iodomethyl-7β-(2-thienylacetamido)ceph-3-em-4-carboxylate (30 g.,) Rf 0.6 in ethyl acetate (500 ml.) was stirred in the dark at room temperature and treated, over 45 minutes, with a solution of triphenylphosphine (24.9 g., ca. 2 equivs.) in ethyl acetate (150 ml.). The mixture was stirred for a further 60 minutes at 0°, and the precipitated solid collected by filtration. The solid was washed with ethyl acetate and dried in vacuo to give the phosphonium iodide (31.7... Reactants: ClC1=C(C=CC=C1)C=CC=1NC2=CC=C(C=C2C1)OC (2-[2-(2-Chlorophenyl)ethenyl]-5-methoxy-1H-indole), C1(\C=C/C(=O)O1)=O (maleic anhydride). The solvent is C=1(C(=CC=CC1)C)C (xylene). The product is ClC1=C(C=CC=C1)C1CC=2NC=3C=CC(=CC3C2C2C1C(OC2=O)=O)OC (4-(2-Chlorophenyl)-9-methoxy-4,5,6,10c-tetrahydro-1H-furo[3,4-c]carbazole-1,3(3aH)-dione). Reaction SMILES: [Cl:1][C:2]1[CH:7]=[CH:6][CH:5]=[CH:4][C:3]=1[CH:8]=[CH:9][C:10]1[NH:11][C:12]2[C:17]([CH:18]=1)=[CH:16][C:15]([O:19][CH3:20])=[CH:14][CH:13]=2.[C:21]1(=[O:27])[O:26][C:24](=[O:25])[CH:23]=[CH:22]1>C1(C)C(C)=CC=CC=1>[Cl:1][C:2]1[CH:7]=[CH:6][CH:5]=[CH:4][C:3]=1[CH:8]1[CH:23]2[C:24](=[O:25])[O:26][C:21](=[O:27])[CH:22]2[C:18]2[C:17]3[CH:16]=[C:15]([O:19][CH3:20])[CH:14]=[CH:13][C:12]=3[NH:11][C:10]=2[CH2:9]1. Procedure: A solution of trans-diene (27) (0.30 g, 1.06 mmol) prepared as described in example 37 and maleic anhydride (0.16 g, 1.59 mmol) in xylene (30 mL) were heated at reflux for 18 hours, before being concentrated in vacuo and chromatographed on silica eluting with ethyl acetatelhexane (1:2). Crystallisation from ethyl acetate/hexane then gave anhydride (286) (0.29 g, 72%) as a pale brown powder, mp 189–191° C. 1H NMR δ (CD3)2SO] 11.16 (br s, 1H), 7.69 (dd, J=7.7, 1.4 Hz, 1H), 7.51 (dd, J=7.7, 1.4 Hz,...